Dataset: the Open Reaction Database (ORD), a public repository of structured organic reaction records. Task: describe an organic reaction: reactants, conditions, products, and yield Starting materials: Cl (hydrochloric acid), C(C)(C)NC(C)C (diisopropylamine), O1CCCC1 (tetrahydrofuran), C(CCC)[Li] (n-Butyllithium), COC(NC1=C(C=C(C=C1)F)F)=O ((2,4-Difluoro-Phenyl)-Carbamic Acid Methyl Ester), O1CCCC1 (tetrahydrofuran). The solvent is O (water). Conditions: temperature -78 celsius, time 1 hour. Yields the product COC(NC1=C(C(=C(C=C1)F)C=O)F)=O ((2,4-difluoro-3-formyl-phenyl)-carbamic acid methyl ester). The yield is 84.0%. RXN SMILES: C(NC(C)C)(C)C.C([Li])CCC.[CH3:13][O:14][C:15](=[O:25])[NH:16][C:17]1[CH:22]=[CH:21][C:20]([F:23])=[CH:19][C:18]=1[F:24].Cl.[O:27]1CCC[CH2:28]1>O>[CH3:13][O:14][C:15](=[O:25])[NH:16][C:17]1[CH:22]=[CH:21][C:20]([F:23])=[C:19]([CH:28]=[O:27])[C:18]=1[F:24]. Procedure details: Into a reaction flask under nitrogen, diisopropylamine (24.87 g, 250 mmol) is combined with 160 mL of anhydrous tetrahydrofuran and the solution is cooled to −78° C. n-Butyllithium (154 mL, 1.6 M in hexanes, 250 mmol) is added dropwise, maintaining the temperature below −70° C. After stirring at −78° C. for 1 hour, (2,4-difluoro-phenyl)-carbamic acid methyl ester (2, 20.00 g, 110 mmol) in 40 mL of tetrahydrofuran is added dropwise, maintaining the temperature below −70° C. The reaction is stirre... Starting materials: BrCC1=C(C(=O)OCC)C=CN=C1Cl (ethyl 3-(bromomethyl)-2-chloroisonicotinate), Cl.FC(COC=1C(=CC(=NC1)C(C)N)C)(C)F (1-(5-(2,2-difluoropropoxy)-4-methylpyridin-2-yl)ethanamine hydrochloride). Reported procedure: The title compound is prepared in 82% yield (585 mg, yellow oil) from ethyl 3-(bromomethyl)-2-chloroisonicotinate (522 mg, 1.88 mmol, Step-1 of Intermediate-1) and 1-(5-(2,2-difluoropropoxy)-4-methylpyridin-2-yl)ethanamine hydrochloride (500 mg, 1.88 mmol, Amine-76, single enantiomer) in a similar manner to Intermediate-2. Yield: 82.0%. As a reaction SMILES: Br[CH2:2][C:3]1[C:13]([Cl:14])=[N:12][CH:11]=[CH:10][C:4]=1[C:5]([O:7]CC)=O.Cl.[F:16][C:17]([F:31])([CH3:30])[CH2:18][O:19][C:20]1[C:21]([CH3:29])=[CH:22][C:23]([CH:26]([NH2:28])[CH3:27])=[N:24][CH:25]=1>>[Cl:14][C:13]1[C:3]2[CH2:2][N:28]([CH:26]([C:23]3[CH:22]=[C:21]([CH3:29])[C:20]([O:19][CH2:18][C:17]([F:31])([F:16])[CH3:30])=[CH:25][N:24]=3)[CH3:27])[C:5](=[O:7])[C:4]=2[CH:10]=[CH:11][N:12]=1 |f:1.2|. Yields the product ClC1=NC=CC2=C1CN(C2=O)C(C)C2=NC=C(C(=C2)C)OCC(C)(F)F (4-chloro-2-(1-(5-(2,2-difluoropropoxy)-4-methylpyridin-2-yl)ethyl)-2,3-dihydro-1H-pyrrolo[3,4-c]pyridin-1-one). Starting materials: [Al+3], [Cl-], [Cl-], [Cl-], ClCCCl, COC(=O)C(Cc1cccc(Cl)c1)C(=O)Cl, Cl. Yields the product COC(=O)C1Cc2cc(Cl)ccc2C1=O. Reaction SMILES: [Al+3:2].[Cl-:1].[Cl-:3].[Cl-:4].[Cl:22][CH2:23][CH2:24][Cl:25].[Cl:5][C:6](=[O:7])[CH:8]([C:9](=[O:10])[O:11][CH3:12])[CH2:13][c:14]1[cH:15][c:16]([Cl:20])[cH:17][cH:18][cH:19]1.[ClH:21]>>[C:6]1(=[O:7])[CH:8]([C:9](=[O:10])[O:11][CH3:12])[CH2:13][c:14]2[cH:15][c:16]([Cl:20])[cH:17][cH:18][c:19]21. The reactants are [S-]C#N.[K+] (potassium thiocyanate), C1(CCCC1)OCC(=O)NN (cyclopentyloxyacetic acid hydrazide), N(=C=S)C(=O)C1=CC=C(O[C@H]2CC[C@H](CC2)C(=O)OC)C=C1 (methyl cis-4-(4-isothiocyanatocarbonylphenoxy)cyclohexanecarboxylate). The solvent is C(C)#N (acetonitrile), C(C)#N (acetonitrile). Run at time 30 minute. Product: C1(CCCC1)OCC1=NN=C(S1)NC(=O)C1=CC=C(O[C@H]2CC[C@H](CC2)C(=O)OC)C=C1 (methyl cis-4-[4-(5-cyclopentyloxymethyl[1.3.4]thiadiazol-2-ylcarbamoyl)phenoxy]cyclohexanecarboxylate). RXN SMILES: [S-]C#N.[K+].[CH:5]1([O:10][CH2:11][C:12]([NH:14][NH2:15])=O)[CH2:9][CH2:8][CH2:7][CH2:6]1.[N:16]([C:19]([C:21]1[CH:37]=[CH:36][C:24]([O:25][C@@H:26]2[CH2:31][CH2:30][C@H:29]([C:32]([O:34][CH3:35])=[O:33])[CH2:28][CH2:27]2)=[CH:23][CH:22]=1)=[O:20])=[C:17]=[S:18]>C(#N)C>[CH:5]1([O:10][CH2:11][C:12]2[S:18][C:17]([NH:16][C:19]([C:21]3[CH:37]=[CH:36][C:24]([O:25][C@@H:26]4[CH2:27][CH2:28][C@H:29]([C:32]([O:34][CH3:35])=[O:33])[CH2:30][CH2:31]4)=[CH:23][CH:22]=3)=[O:20])=[N:15][N:14]=2)[CH2:9][CH2:8][CH2:7][CH2:6]1 |f:0.1|. Procedure details: 0.4 g of cis-4-(4-methoxycarbonylcyclohexyloxy)benzoic acid is placed in 10 mL of dichloromethane with stirring, at room temperature, under a nitrogen atmosphere. 0.18 mL of oxalyl chloride (2.16 mmol, 1.5 eq.) and 2 drops of dimethylformamide are successively added. The reaction medium is stirred for 2 hours and concentrated under vacuum. The methyl cis-4-(4-chlorocarbonylphenoxy)cyclohexanecarboxylate formed is dissolved in 15 mL of acetonitrile and placed under nitrogen. The mixture is cooled... The reactants are ClC(=C(Cl)Cl)C=1C=C(C=C(C1)C(=C(Cl)Cl)Cl)C (3,5-di(trichlorovinyl)toluene), C(C1=CC=CC=C1)(=O)OOC(C1=CC=CC=C1)=O (dibenzoyl peroxide), BrN1C(CCC1=O)=O (N-Bromosuccinimide). Run in C1=CC=CC=C1 (benzene). The product is ClC(=C(Cl)Cl)C=1C=C(CBr)C=C(C1)C(=C(Cl)Cl)Cl (3.5-Di(trichlorovinyl)benzyl bromide). As a reaction SMILES: [Cl:1][C:2]([C:6]1[CH:7]=[C:8]([CH3:17])[CH:9]=[C:10]([C:12]([Cl:16])=[C:13]([Cl:15])[Cl:14])[CH:11]=1)=[C:3]([Cl:5])[Cl:4].C(OOC(=O)C1C=CC=CC=1)(=O)C1C=CC=CC=1.[Br:36]N1C(=O)CCC1=O>C1C=CC=CC=1>[Cl:1][C:2]([C:6]1[CH:7]=[C:8]([CH:9]=[C:10]([C:12]([Cl:16])=[C:13]([Cl:15])[Cl:14])[CH:11]=1)[CH2:17][Br:36])=[C:3]([Cl:5])[Cl:4]. Procedure details: A solution of 3,5-di(trichlorovinyl)toluene (6.0 g) and dibenzoyl peroxide (200 mg) in 150 ml of benzene was heated at reflux. N-Bromosuccinimide (3.6 g) was added in portions and the reaction mixture stirred at reflux for 3 hours. The mixture was evaporated and the residue triturated with 200 ml of hexane. The precipitated succinimide was collected and the filtrate concentrated to five 7.9 g of crude benzyl bromide. Reactants: ClC1=C(C=C(C=C1)[N+](=O)[O-])S(=O)(=O)[O-].[Na+] (sodium 2-chloro-5-nitrobenzenesulfonate), C(CC)OCCO (2-propoxyethanol), [Si]([O-])([O-])([O-])[O-].[Na+].[Na+].[Na+].[Na+] (sodium silicate), [OH-].[Na+] (sodium hydroxide). Run in O (water). Product: C(CC)OCCOC1=C(C=C(C=C1)[N+](=O)[O-])S(=O)(=O)[O-].[Na+] (Sodium 2-(2-Propoxyethoxy)-5-nitrobenzenesulfonate). Reaction SMILES: Cl[C:2]1[CH:7]=[CH:6][C:5]([N+:8]([O-:10])=[O:9])=[CH:4][C:3]=1[S:11]([O-:14])(=[O:13])=[O:12].[Na+:15].[Si]([O-])([O-])([O-])[O-].[Na+].[Na+].[Na+].[Na+].[OH-].[Na+].[CH2:27]([O:30][CH2:31][CH2:32][OH:33])[CH2:28][CH3:29]>O>[CH2:27]([O:30][CH2:31][CH2:32][O:33][C:2]1[CH:7]=[CH:6][C:5]([N+:8]([O-:10])=[O:9])=[CH:4][C:3]=1[S:11]([O-:14])(=[O:13])=[O:12])[CH2:28][CH3:29].[Na+:15] |f:0.1,2.3.4.5.6,7.8,11.12|. Procedure: 26.0 g of sodium 2-chloro-5-nitrobenzenesulfonate and 5.0 g of sodium silicate (Na2O.nSiO2 wherein n is about 3) were suspended in 120 ml of 2-propoxyethanol. To the suspension was added dropwise with stirring a solution containing 5.0 g of sodium hydroxide dissolved in 5 ml of water at 65° C. for 10 minutes. After completion of the addition, the reaction mixture was stirred at 65° C. for 3 hours and the insoluble materials were removed by filtration under suction. The solids which deposited fro...